This data is from the Open Reaction Database (ORD), a public repository of structured organic reaction records. The task is: describe an organic reaction: reactants, conditions, products, and yield Reactants: C(CO)(=O)O (glycolic acid), lithium 1,1,1,3,3,3-hexamethyldisilazane amide, C[Si](C)(C)Cl (trimethylsilylchloride), lithium enolate. Solvent: O1CCCC1 (tetrahydrofuran). The product is C[Si](OC(=CO[Si](C)(C)C)O[Si](C)(C)C)(C)C (1,1,2-tris-trimethylsilyloxyethylene). As a reaction SMILES: [C:1]([OH:5])(=[O:4])[CH2:2][OH:3].[CH3:6][Si:7](Cl)([CH3:9])[CH3:8]>O1CCCC1>[CH3:6][Si:7]([CH3:9])([CH3:8])[O:4][C:1]([O:5][Si:7]([CH3:9])([CH3:8])[CH3:6])=[CH:2][O:3][Si:7]([CH3:9])([CH3:8])[CH3:6]. Procedure: The reagent 1,1,2-tris-trimethylsilyloxyethylene (80) and its use for the conversion of acid chlorides to hydroxyketone (for example 96 to 98 and 90 to 92) are claimed in this invention. The reagent preparation is described hereinbelow in Flowsheet M. The reaction of glycolic acid with 1,1,1,3,3,3-hexamethyldisilazone and trimethylsilylchloride in pyridine gives bis-trimethylsilated glycolic acid (113). Addition of (113) to a tetrahydrofuran solution of one equivalent of lithium 1,1,1,3,3,3-hexa...